From a dataset of the Open Reaction Database (ORD), a public repository of structured organic reaction records. describe an organic reaction: reactants, conditions, products, and yield Reactants: CC(C)C[Al+]CC(C)C, C1CCOC1, Cc1ccccc1, CC(C)c1onc(COC2CCCC2)c1C(=O)OC1CCCC1, [H-]. Yields the product CC(C)c1onc(COC2CCCC2)c1CO. As a reaction SMILES: [CH2:25]([Al+:26][CH2:27][CH:28]([CH3:29])[CH3:30])[CH:31]([CH3:32])[CH3:33].[CH2:41]1[O:42][CH2:43][CH2:44][CH2:45]1.[CH3:34][c:35]1[cH:36][cH:37][cH:38][cH:39][cH:40]1.[CH:1]1([O:6][CH2:7][c:8]2[n:9][o:10][c:11]([CH:21]([CH3:22])[CH3:23])[c:12]2[C:13](=[O:14])[O:15][CH:16]2[CH2:17][CH2:18][CH2:19][CH2:20]2)[CH2:2][CH2:3][CH2:4][CH2:5]1.[H-:24]>>[CH:1]1([O:6][CH2:7][c:8]2[n:9][o:10][c:11]([CH:21]([CH3:22])[CH3:23])[c:12]2[CH2:13][OH:14])[CH2:2][CH2:3][CH2:4][CH2:5]1. The reactants are C(C1=CC=CC=C1)O[C@H]1C[C@@H](OC)O[C@@H]([C@H]1O)COC(C1=CC=CC=C1)(C1=CC=CC=C1)C1=CC=CC=C1 (Methyl 3-O-benzyl-6-O-trityl-2-deoxy-α-D-ribo-hexopyranoside), C1(=CC=C(C=C1)S(=O)(=O)Cl)C (p-Toluenesulfonyl chloride). Run in N1=CC=CC=C1 (pyridine). Conditions: time 8 hour. Product: C(C1=CC=CC=C1)O[C@H]1C[C@@H](OC)O[C@@H]([C@H]1OS(=O)(=O)C1=CC=C(C)C=C1)COC(C1=CC=CC=C1)(C1=CC=CC=C1)C1=CC=CC=C1 (methyl 3-O-benzyl-4-O-tosyl-6-O-trityl-2-deoxy-α-D-ribo-hexopyranoside). The yield is 89.5%. Reaction SMILES: [CH2:1]([O:8][C@@H:9]1[C@H:16]([OH:17])[C@@H:15]([CH2:18][O:19][C:20]([C:33]2[CH:38]=[CH:37][CH:36]=[CH:35][CH:34]=2)([C:27]2[CH:32]=[CH:31][CH:30]=[CH:29][CH:28]=2)[C:21]2[CH:26]=[CH:25][CH:24]=[CH:23][CH:22]=2)[O:14][C@H:11]([O:12][CH3:13])[CH2:10]1)[C:2]1[CH:7]=[CH:6][CH:5]=[CH:4][CH:3]=1.[C:39]1([CH3:49])[CH:44]=[CH:43][C:42]([S:45](Cl)(=[O:47])=[O:46])=[CH:41][CH:40]=1>N1C=CC=CC=1>[CH2:1]([O:8][C@@H:9]1[C@H:16]([O:17][S:45]([C:42]2[CH:43]=[CH:44][C:39]([CH3:49])=[CH:40][CH:41]=2)(=[O:47])=[O:46])[C@@H:15]([CH2:18][O:19][C:20]([C:33]2[CH:38]=[CH:37][CH:36]=[CH:35][CH:34]=2)([C:27]2[CH:28]=[CH:29][CH:30]=[CH:31][CH:32]=2)[C:21]2[CH:22]=[CH:23][CH:24]=[CH:25][CH:26]=2)[O:14][C@H:11]([O:12][CH3:13])[CH2:10]1)[C:2]1[CH:3]=[CH:4][CH:5]=[CH:6][CH:7]=1. Procedure: Methyl 3-O-benzyl-6-O-trityl-2-deoxy-α-D-ribo-hexopyranoside (13.3 g; 26.05 mmoles) was dissolved in dry pyridine (41 ml) and cooled in an ice bath under nitrogen. p-Toluenesulfonyl chloride (9.93 g, 52.09 mmoles) was added all at once and the reaction was stirred at room temperature under nitrogen overnight. The reaction was partitioned between ether and water. The ether layer was extracted four times with water, dried (K2CO3, anhyd), and the solvent evaporated in veluting with methylene chlori... The reactants are FC=1C=CC(=C(O[C@H]2COCC2)C1)[N+](=O)[O-] ((R)-3-(5-fluoro-2-nitrophenoxy)tetrahydrofuran). Reagents/catalysts: [Ni] (Ni). Solvent: CO (MeOH). Yields the product FC1=CC(=C(N)C=C1)O[C@H]1COCC1 ((R)-4-fluoro-2-(tetrahydrofuran-3-yloxy)aniline). As a reaction SMILES: [F:1][C:2]1[CH:3]=[CH:4][C:5]([N+:14]([O-])=O)=[C:6]([CH:13]=1)[O:7][C@@H:8]1[CH2:12][CH2:11][O:10][CH2:9]1>CO.[Ni]>[F:1][C:2]1[CH:3]=[CH:4][C:5]([NH2:14])=[C:6]([O:7][C@@H:8]2[CH2:12][CH2:11][O:10][CH2:9]2)[CH:13]=1. Reported procedure: To a solution of (R)-3-(5-fluoro-2-nitrophenoxy)tetrahydrofuran (1.8 g) in MeOH (60.0 ml) was added Ra/Ni (200.0 mg), the mixture hydrogenated at room temperature. The catalyst was filtered off and the filtrate was concentrated. Reactants: ClC=1C(=NC=C(C1)C#C[Si](C)(C)C)SC (3-Chloro-2-methylthio-5-(trimethylsilylethynyl)-pyridine), C([O-])([O-])=O.[K+].[K+] (potassium carbonate). Solvent: CO (methanol). Conditions: time 8 hour. Yields the product ClC=1C(=NC=C(C1)C#C)SC (3-Chloro-5-ethynyl-2-methylthiopyridine). Isolated yield 98.8%. As a reaction SMILES: [Cl:1][C:2]1[C:3]([S:14][CH3:15])=[N:4][CH:5]=[C:6]([C:8]#[C:9][Si](C)(C)C)[CH:7]=1.C(=O)([O-])[O-].[K+].[K+]>CO>[Cl:1][C:2]1[C:3]([S:14][CH3:15])=[N:4][CH:5]=[C:6]([C:8]#[CH:9])[CH:7]=1 |f:1.2.3|. Reported procedure: 3-Chloro-2-methylthio-5-(trimethylsilylethynyl)-pyridine (1.1 g, 4.3 mmol) was dissolved with stirring in methanol (50 mL) and anhydrous potassium carbonate (2.5 g, 0.018 mol) added. The mixture was stirred overnight, filtered, and evaporated to dryness. The residue was slurried in dichloromethane (100 mL), filtered, and evaporated to dryness. The residue was purified by chromatography over silica (0-3% ethyl acetate:hexane) to give the desired product (0.78 g, 95%) as a pale solid which darkens... The reactants are ClC1=CC=C(C=C1)C=CC(C(C)(C)C)=O (5-(4-chlorophenyl)-2,2-dimethylpent-4-en-3-one), OCCSCCO (bis-(2-hydroxyethyl) sulphide). The reagents and catalysts are [Ni] (Raney nickel). Solvent: CO (methanol), C1(=CC=CC=C1)C (toluene). The product is ClC1=CC=C(C=C1)CCC(C(C)(C)C)=O (5-(4-chlorophenyl)- 2,2-dimethylpentan-3-one), final product. RXN SMILES: [Cl:1][C:2]1[CH:7]=[CH:6][C:5]([CH:8]=[CH:9][C:10](=[O:15])[C:11]([CH3:14])([CH3:13])[CH3:12])=[CH:4][CH:3]=1.OCCSCCO>CO.C1(C)C=CC=CC=1.[Ni]>[Cl:1][C:2]1[CH:3]=[CH:4][C:5]([CH2:8][CH2:9][C:10](=[O:15])[C:11]([CH3:13])([CH3:12])[CH3:14])=[CH:6][CH:7]=1. Reported procedure: Hydrogenation of 139 g of 5-(4-chlorophenyl)-2,2-dimethylpent-4-en-3-one in 245 g of methanol or toluene at 100° C. on 5.6 g of Raney nickel with and without addition of bis-(2-hydroxyethyl) sulphide to give 5-(4-chlorophenyl)- 2,2-dimethylpentan-3-one (final product). Reactants: OCCCBr, COc1ccc2c(cnc3c4ccccc4ccc23)c1OCc1ccccc1, C[Si](C)(C)[SiH]([Si](C)(C)C)[Si](C)(C)C, CC#N, CC(C)(C#N)N=NC(C)(C)C#N, [Na+], O=C(O)C(F)(F)F, O=C([O-])O. The product is COc1ccc2c(c(CCCO)nc3c4ccccc4ccc23)c1OCc1ccccc1. As a reaction SMILES: [Br:36][CH2:37][CH2:38][CH2:39][OH:40].[CH2:1]([c:2]1[cH:3][cH:4][cH:5][cH:6][cH:7]1)[O:8][c:9]1[c:10]2[cH:11][n:12][c:13]3[c:14]4[c:15]([cH:16][cH:17][c:18]3[c:19]2[cH:20][cH:21][c:22]1[O:23][CH3:24])[cH:25][cH:26][cH:27][cH:28]4.[CH3:41][Si:42]([SiH:43]([Si:44]([CH3:45])([CH3:46])[CH3:47])[Si:48]([CH3:49])([CH3:50])[CH3:51])([CH3:52])[CH3:53].[CH3:71][C:72]#[N:73].[N:54]([C:55]([CH3:56])([CH3:57])[C:58]#[N:59])=[N:60][C:61]([CH3:62])([CH3:63])[C:64]#[N:65].[Na+:66].[OH:29][C:30]([C:31]([F:32])([F:33])[F:34])=[O:35].[OH:67][C:68](=[O:69])[O-:70]>>[CH2:1]([c:2]1[cH:3][cH:4][cH:5][cH:6][cH:7]1)[O:8][c:9]1[c:10]2[c:11]([CH2:37][CH2:38][CH2:39][OH:40])[n:12][c:13]3[c:14]4[c:15]([cH:16][cH:17][c:18]3[c:19]2[cH:20][cH:21][c:22]1[O:23][CH3:24])[cH:25][cH:26][cH:27][cH:28]4. Reactants: CC1=NC=CC(=C1)CCO (2-(2-methyl-pyridin-4-yl)-ethanol), C1(=CC=CC=C1)P(C1=CC=CC=C1)C1=CC=CC=C1 (triphenylphosphine), C1(C=2C(C(N1)=O)=CC=CC2)=O (phthalimide). Run in C1CCOC1 (THF), C1CCOC1 (THF). Reaction conditions: time 8 hour. The product is CC1=NC=CC(=C1)CCN1C(C2=CC=CC=C2C1=O)=O (2-[2-(2-methyl-pyridin-4-yl)ethyl]isoindole-1,3-dione). Reaction SMILES: C1(P(C2C=CC=CC=2)C2C=CC=CC=2)C=CC=CC=1.[CH3:20][C:21]1[CH:26]=[C:25]([CH2:27][CH2:28]O)[CH:24]=[CH:23][N:22]=1.[C:30]1(=[O:40])[NH:34][C:33](=[O:35])[C:32]2=[CH:36][CH:37]=[CH:38][CH:39]=[C:31]12>C1COCC1>[CH3:20][C:21]1[CH:26]=[C:25]([CH2:27][CH2:28][N:34]2[C:30](=[O:40])[C:31]3[C:32](=[CH:36][CH:37]=[CH:38][CH:39]=3)[C:33]2=[O:35])[CH:24]=[CH:23][N:22]=1. Procedure: A solution of triphenylphosphine (3.18 g, 12.12 mmol) and diisopropylazodicarbocylate (2.39 μL, 12.12 mmol) in 10 mL of THF was stirred at 0° C. for 30 min and combined with a solution of 2-(2-methyl-pyridin-4-yl)-ethanol and phthalimide (1.33 g, 9.7 mmol) in 10 mL of THF. The resulting solution was stirred overnight at room temperature and concentrated in vacuo. The residue was dissolved in ethyl acetate and the organic layer was washed successively with saturated aqueous sodium bicarbonate and... The reactants are C1(=CC=CC=C1)CC(C(=O)OCC)C (ethyl 2-phenylmethylpropanoate), BrCC#N (bromoacetonitrile), C(C)(C)[N-]C(C)C.[Li+] (lithium diisopropylamide), CN(C)P(=O)(N(C)C)N(C)C (HMPA), N[C@@H](CO)C(=O)O (serine), lactones. Solvent: C1CCOC1 (THF). Product: C1(=CC=CC=C1)CC(C(=O)OCC)C (Ethyl 2-phenylmethylpropanoate), C(#N)CC(C(=O)OCC)(C)CC1=CC=CC=C1 (ethyl 2-cyanomethyl-2-phenylmethylpropanoate). Isolated yield 135.9%. RXN SMILES: [C:1]1([CH2:7][CH:8]([CH3:14])[C:9]([O:11][CH2:12][CH3:13])=[O:10])[CH:6]=[CH:5][CH:4]=[CH:3][CH:2]=1.Br[CH2:16][C:17]#[N:18].C([N-]C(C)C)(C)C.[Li+].CN(P(N(C)C)(N(C)C)=O)C.N[C@H](C(O)=O)CO>C1COCC1>[C:1]1([CH2:7][CH:8]([CH3:14])[C:9]([O:11][CH2:12][CH3:13])=[O:10])[CH:6]=[CH:5][CH:4]=[CH:3][CH:2]=1.[C:17]([CH2:16][C:8]([CH2:7][C:1]1[CH:2]=[CH:3][CH:4]=[CH:5][CH:6]=1)([CH3:14])[C:9]([O:11][CH2:12][CH3:13])=[O:10])#[N:18] |f:2.3|. Procedure details: The reaction of ethyl 2-phenylmethylpropanoate (9.60 g, 50 mmol) with bromoacetonitrile (9.0 g, 75 mmol) in the presence of lithium diisopropylamide (prepared by treating diisopropylamine (6.06 g, 60 mmol) with butyllithium in hexanes (2.5 M, 24 mL, 60 mmol)) in THF (150 mL) and HMPA (4.3 mL, 25 mmol), as described above in the preparation of Example 4, gave 11.95 g of the crude product as a pale yellow colored liquid. Ethyl 2-phenylmethylpropanoate was prepared as in Spencer R W, Tam T F, Thoma... The reactants are C(#N)[C@@H]1CC[C@H](CC1)C=CC1=CC=C(C=C1)C1=CC=C(C=C1)CCCCC (4-[2-(trans-4-cyanocyclohexyl)ethenyl]-4'-pentylbiphenyl), [H][H] (hydrogen). Reagents/catalysts: [Pd] (palladium/carbon). The solvent is C1(=CC=CC=C1)C.C(C)O (toluene ethanol). Product: C(#N)[C@@H]1CC[C@H](CC1)CCC1=CC=C(C=C1)C1=CC=C(C=C1)CCCCC (4-[2-(trans-4-cyanocyclohexyl)-ethyl]-4'-pentylbiphenyl). Isolated yield 90.1%. RXN SMILES: [C:1]([C@H:3]1[CH2:8][CH2:7][C@H:6]([CH:9]=[CH:10][C:11]2[CH:16]=[CH:15][C:14]([C:17]3[CH:22]=[CH:21][C:20]([CH2:23][CH2:24][CH2:25][CH2:26][CH3:27])=[CH:19][CH:18]=3)=[CH:13][CH:12]=2)[CH2:5][CH2:4]1)#[N:2].[H][H]>C1(C)C=CC=CC=1.C(O)C.[Pd]>[C:1]([C@H:3]1[CH2:4][CH2:5][C@H:6]([CH2:9][CH2:10][C:11]2[CH:12]=[CH:13][C:14]([C:17]3[CH:22]=[CH:21][C:20]([CH2:23][CH2:24][CH2:25][CH2:26][CH3:27])=[CH:19][CH:18]=3)=[CH:15][CH:16]=2)[CH2:7][CH2:8]1)#[N:2] |f:2.3|. Procedure: 3.4 g of 4-[2-(trans-4-cyanocyclohexyl)ethenyl]-4'-pentylbiphenyl were dissolved in 150 ml of toluene/ethanol (volume ratio 4:1), treated with 300 ml of 10% palladium/carbon and hydrogenated at normal pressure and room temperature until the hydrogen uptake came to a standstill. Filtration of the mixture and low-pressure chromatography (0.5 bar) of the concentrated filtrate on silica gel with 5% ethyl acetate/petroleum ether as the eluant gave 3.08 g of 4-[2-(trans-4-cyanocyclohexyl)-ethyl]-4'-pe... Starting materials: [BH4-], Cl, Fc1cccc(NCn2nnc3ccccc32)c1, [Na+], C1CCOC1. The product is CNc1cccc(F)c1. Reaction SMILES: [BH4-:19].[ClH:21].[F:1][c:2]1[cH:3][c:4]([NH:5][CH2:6][n:7]2[c:8]3[cH:9][cH:10][cH:11][cH:12][c:13]3[n:14][n:15]2)[cH:16][cH:17][cH:18]1.[Na+:20].[O:22]1[CH2:23][CH2:24][CH2:25][CH2:26]1>>[F:1][c:2]1[cH:3][c:4]([NH:5][CH3:6])[cH:16][cH:17][cH:18]1.